Dataset: the Open Reaction Database (ORD), a public repository of structured organic reaction records. Task: describe an organic reaction: reactants, conditions, products, and yield Yields the product CC(c1ccc(F)cc1)c1ncc(-c2nc(Cl)ncc2Br)s1. As a reaction SMILES: [Br:20][c:21]1[cH:22][n:23][c:24]([Cl:27])[n:25][cH:26]1.[C:15]([Li:16])([CH3:17])([CH3:18])[CH3:19].[Cl:28][C:29]1=[C:40]([Cl:41])[C:38](=[O:39])[C:35]([C:36]#[N:37])=[C:32]([C:33]#[N:34])[C:30]1=[O:31].[F:1][c:2]1[cH:3][cH:4][c:5]([CH:8]([CH3:9])[c:10]2[s:11][cH:12][cH:13][n:14]2)[cH:6][cH:7]1.[O:42]1[CH2:43][CH2:44][CH2:45][CH2:46]1.[OH2:47]>>[F:1][c:2]1[cH:3][cH:4][c:5]([CH:8]([CH3:9])[c:10]2[s:11][c:12](-[c:22]3[c:21]([Br:20])[cH:26][n:25][c:24]([Cl:27])[n:23]3)[cH:13][n:14]2)[cH:6][cH:7]1. Starting materials: Clc1ncc(Br)cn1, [Li]C(C)(C)C, N#CC1=C(C#N)C(=O)C(Cl)=C(Cl)C1=O, CC(c1ccc(F)cc1)c1nccs1, C1CCOC1, O. The reactants are C1CNCCN1, CN(C)C=O, CC#N, CCN(C(C)C)C(C)C, CC(N)c1cc(Cl)cc2c1OCCO2, CC(Nc1cc(F)ccc1S(C)(=O)=O)c1cc(Cl)cc2c1OCCO2, CS(=O)(=O)c1ccc(F)cc1F, O. The product is CC(Nc1cc(N2CCNCC2)ccc1S(C)(=O)=O)c1cc(Cl)cc2c1OCCO2. As a reaction SMILES: [CH2:61]1[CH2:62][NH:63][CH2:64][CH2:65][NH:66]1.[CH3:67][N:68]([CH3:69])[CH:70]=[O:71].[CH3:72][C:73]#[N:74].[CH:27]([N:28]([CH:29]([CH3:30])[CH3:31])[CH2:32][CH3:33])([CH3:34])[CH3:35].[Cl:1][c:2]1[cH:3][c:4]([CH:5]([NH2:6])[CH3:7])[c:8]2[c:13]([cH:14]1)[O:12][CH2:11][CH2:10][O:9]2.[Cl:36][c:37]1[cH:38][c:39]2[c:40]([c:45]([CH:47]([CH3:48])[NH:49][c:50]3[c:51]([S:57](=[O:58])(=[O:59])[CH3:60])[cH:52][cH:53][c:54]([F:56])[cH:55]3)[cH:46]1)[O:41][CH2:42][CH2:43][O:44]2.[F:15][c:16]1[cH:17][c:18]([F:19])[cH:20][cH:21][c:22]1[S:23]([CH3:24])(=[O:25])=[O:26].[OH2:75]>>[Cl:36][c:37]1[cH:38][c:39]2[c:40]([c:45]([CH:47]([CH3:48])[NH:49][c:50]3[c:51]([S:57](=[O:58])(=[O:59])[CH3:60])[cH:52][cH:53][c:54]([N:63]4[CH2:62][CH2:61][NH:66][CH2:65][CH2:64]4)[cH:55]3)[cH:46]1)[O:41][CH2:42][CH2:43][O:44]2.